From a dataset of the Open Reaction Database (ORD), a public repository of structured organic reaction records. describe an organic reaction: reactants, conditions, products, and yield Starting materials: [Si](C)(C)(C(C)(C)C)O[C@@H]1C([C@@H]2CCC=3C4=CC[C@H]([C@@H](CCCN)C)[C@]4(CCC3[C@]2(CC1)C)C)(C)C (3β-tert-Butyldimethylsilyloxy-4,4-dimethyl-24-amino-5α-chola-8,14-diene), Cl.C(C)O (HCl ethanol). Run in N1=CC=CC=C1 (pyridine), C(C)(=O)OC(C)=O (acetic anhydride). The product is CC1([C@@H]2CCC=3C4=CC[C@H]([C@@H](CCCNC(C)=O)C)[C@]4(CCC3[C@]2(CC[C@@H]1O)C)C)C (4,4-Dimethyl-24-acetamido-5α-chola-8,14-dien-3β-ol). As a reaction SMILES: [Si]([O:8][C@H:9]1[CH2:31][CH2:30][C@@:29]2([CH3:32])[C@@H:11]([CH2:12][CH2:13][C:14]3[C:15]4[C@:25]([CH3:33])([CH2:26][CH2:27][C:28]=32)[C@@H:18]([C@H:19]([CH3:24])[CH2:20][CH2:21][CH2:22][NH2:23])[CH2:17][CH:16]=4)[C:10]1([CH3:35])[CH3:34])(C(C)(C)C)(C)C.Cl.[CH2:37]([OH:39])[CH3:38]>N1C=CC=CC=1.C(OC(=O)C)(=O)C>[CH3:35][C:10]1([CH3:34])[C@@H:9]([OH:8])[CH2:31][CH2:30][C@@:29]2([CH3:32])[C@H:11]1[CH2:12][CH2:13][C:14]1[C:15]3[C@:25]([CH3:33])([CH2:26][CH2:27][C:28]=12)[C@@H:18]([C@H:19]([CH3:24])[CH2:20][CH2:21][CH2:22][NH:23][C:37](=[O:39])[CH3:38])[CH2:17][CH:16]=3 |f:1.2|. Procedure: 3β-tert-Butyldimethylsilyloxy-4,4-dimethyl-24-amino-5α-chola-8,14-diene (0.50 g) is acetylated in a mixture of 20 ml of pyridine and 7 ml of acetic anhydride and hydrolysed with HCl/ethanol. After aqueous work-up and crystallisation from ethanol/water, the title compound (0.24 g) is isolated. Melting point: 219-221° C. Starting materials: ClC(Cl)(Cl)Cl, C=CCSC1CC(=O)N1C(C(=S)OCc1ccc([N+](=O)[O-])cc1)=C(Oc1cc(C)cs1)C(=O)C(C)(C)C, Cl, ClCCl. Yields the product Cc1csc(OC(C(=O)C(C)(C)C)=C(C(=S)OCc2ccc([N+](=O)[O-])cc2)N2C(=O)CC2Cl)c1. RXN SMILES: [C:42]([Cl:43])([Cl:44])([Cl:45])[Cl:46].[CH2:1]([S:2][CH:5]1[CH2:6][C:7](=[O:37])[N:8]1[C:9]([C:10](=[S:11])[O:12][CH2:13][c:14]1[cH:15][cH:16][c:17]([N+:20](=[O:21])[O-:22])[cH:18][cH:19]1)=[C:23]([C:24]([C:25]([CH3:26])([CH3:27])[CH3:28])=[O:29])[O:30][c:31]1[s:32][cH:33][c:34]([CH3:36])[cH:35]1)[CH:3]=[CH2:4].[Cl:38].[Cl:39][CH2:40][Cl:41]>>[CH:5]1([Cl:39])[CH2:6][C:7](=[O:37])[N:8]1[C:9]([C:10](=[S:11])[O:12][CH2:13][c:14]1[cH:15][cH:16][c:17]([N+:20](=[O:21])[O-:22])[cH:18][cH:19]1)=[C:23]([C:24]([C:25]([CH3:26])([CH3:27])[CH3:28])=[O:29])[O:30][c:31]1[s:32][cH:33][c:34]([CH3:36])[cH:35]1. Reactants: COc1cccc(Sc2cnc(NC(=O)OC(C)(C)C)c(Oc3ccc(F)cc3Br)c2)c1, CO, ClCCl, Cl, C1COCCO1. Product: COc1cccc(Sc2cnc(N)c(Oc3ccc(F)cc3Br)c2)c1. As a reaction SMILES: [Br:1][c:2]1[c:3]([O:4][c:5]2[c:6]([NH:20][C:21](=[O:22])[O:23][C:24]([CH3:25])([CH3:26])[CH3:27])[n:7][cH:8][c:9]([S:11][c:12]3[cH:13][c:14]([O:18][CH3:19])[cH:15][cH:16][cH:17]3)[cH:10]2)[cH:28][cH:29][c:30]([F:32])[cH:31]1.[CH3:36][OH:37].[Cl:33][CH2:34][Cl:35].[ClH:38].[O:39]1[CH2:40][CH2:41][O:42][CH2:43][CH2:44]1>>[Br:1][c:2]1[c:3]([O:4][c:5]2[c:6]([NH2:20])[n:7][cH:8][c:9]([S:11][c:12]3[cH:13][c:14]([O:18][CH3:19])[cH:15][cH:16][cH:17]3)[cH:10]2)[cH:28][cH:29][c:30]([F:32])[cH:31]1. Procedure: 12.1 g of sodium hydride and 580 mL of 1, 2-dimethoxyethane were placed in a three-neck flask, and while stirring at room temperature, 108.5 g of tetramethylphosphonium bromide was added. After adding one drop of anhydrous ethanol, the mixture was stirrred for 4 hours at 70° C. 100.0 g of 4-[N, N-bis(3,4dimethylphenyl)amino]benzaldehyde was added to the mixture, and the mixture was stirred for 5 hours at 70° C. The reaction mixture was filtered, and the filter cake was extracted with ether, and ... Starting materials: [H-].[Na+] (sodium hydride), COCCOC (1, 2-dimethoxyethane), CC=1C=C(C=CC1C)N(C1=CC(=C(C=C1)C)C)C1=CC=C(C=O)C=C1 (4-[N, N-bis(3,4dimethylphenyl)amino]benzaldehyde). As a reaction SMILES: [H-].[Na+].[CH3:3][C:4]1[CH:5]=[C:6]([N:11]([C:20]2[CH:27]=[CH:26][C:23]([CH:24]=O)=[CH:22][CH:21]=2)[C:12]2[CH:17]=[CH:16][C:15]([CH3:18])=[C:14]([CH3:19])[CH:13]=2)[CH:7]=[CH:8][C:9]=1[CH3:10].[CH3:28]OCCOC>[Br-].C[P+](C)(C)C.C(O)C>[CH3:3][C:4]1[CH:5]=[C:6]([N:11]([C:20]2[CH:27]=[CH:26][C:23]([CH:24]=[CH2:28])=[CH:22][CH:21]=2)[C:12]2[CH:17]=[CH:16][C:15]([CH3:18])=[C:14]([CH3:19])[CH:13]=2)[CH:7]=[CH:8][C:9]=1[CH3:10] |f:0.1,4.5|. The reagents and catalysts are [Br-].C[P+](C)(C)C (tetramethylphosphonium bromide), C(C)O (ethanol). Yields the product CC=1C=C(C=CC1C)N(C1=CC(=C(C=C1)C)C)C1=CC=C(C=C)C=C1 (4-[N, N-bis (3,4dimethylphenyl)amino]styrene). Conditions: time 4 hour. Reaction SMILES: [CH3:39][S:40]([CH3:41])=[O:42].[F:1][c:2]1[cH:3][cH:4][c:5]2[c:9]([cH:10]1)[NH:8][C:7](=[O:11])[C:6]2=[C:12]1[O:13][C:14]([CH3:24])([CH3:25])[C:15]([c:17]2[cH:18][c:19]([F:23])[n:20][cH:21][cH:22]2)=[CH:16]1.[N:26]1([CH2:32][CH2:33][O:34][CH2:35][CH2:36][OH:37])[CH2:27][CH2:28][NH:29][CH2:30][CH2:31]1.[OH2:38]>>[F:1][c:2]1[cH:3][cH:4][c:5]2[c:9]([cH:10]1)[NH:8][C:7](=[O:11])[C:6]2=[C:12]1[O:13][C:14]([CH3:24])([CH3:25])[C:15]([c:17]2[cH:18][c:19]([N:29]3[CH2:28][CH2:27][N:26]([CH2:32][CH2:33][O:34][CH2:35][CH2:36][OH:37])[CH2:31][CH2:30]3)[n:20][cH:21][cH:22]2)=[CH:16]1. Yields the product CC1(C)OC(=C2C(=O)Nc3cc(F)ccc32)C=C1c1ccnc(N2CCN(CCOCCO)CC2)c1. Starting materials: CS(C)=O, CC1(C)OC(=C2C(=O)Nc3cc(F)ccc32)C=C1c1ccnc(F)c1, OCCOCCN1CCNCC1, O. Reactants: BrC1=CC=C(C=C1)C1=CC=CC=C1 (4-bromobiphenyl), N12CC(C(CC1)CC2)=O (quinuclidin-3-one), Cl (Hydrochloric acid), C(C)(CC)[Li] (sec-butyllithium). Run in O1CCCC1 (tetrahydrofuran), O1CCCC1 (tetrahydrofuran), C1CCCCC1 (cyclohexane). Run at temperature 50 celsius, time 5 minute. The product is C1(=CC=C(C=C1)C1(CN2CCC1CC2)O)C2=CC=CC=C2 (3-(biphenyl-4-yl)-3-hydroxyquinuclidine). Yield: 41.1%. Reaction SMILES: C([Li])(CC)C.Br[C:7]1[CH:12]=[CH:11][C:10]([C:13]2[CH:18]=[CH:17][CH:16]=[CH:15][CH:14]=2)=[CH:9][CH:8]=1.[N:19]12[CH2:26][CH2:25][CH:22]([CH2:23][CH2:24]1)[C:21](=[O:27])[CH2:20]2.Cl>C1CCCCC1.O1CCCC1>[C:10]1([C:13]2[CH:18]=[CH:17][CH:16]=[CH:15][CH:14]=2)[CH:11]=[CH:12][C:7]([C:21]2([OH:27])[CH:22]3[CH2:25][CH2:26][N:19]([CH2:24][CH2:23]3)[CH2:20]2)=[CH:8][CH:9]=1. Procedure: A solution of sec-butyllithium in cyclohexane (100 ml, 1.3M) was added dropwise with stirring to a solution of 4-bromobiphenyl (25 g) in dry tetrahydrofuran (240 ml) under an argon atmosphere at -78° C. The mixture was stirred for 5 minutes and a solution of quinuclidin-3-one (12 g) in dry tetrahydrofuran (100 ml) added during 20 minutes. Stirring was continued at -78° C. for 30 minutes and the mixture allowed to reach room temperature over 2 hours. 2M Hydrochloric acid (225 ml) was added keepin...